Dataset: the Open Reaction Database (ORD), a public repository of structured organic reaction records. Task: describe an organic reaction: reactants, conditions, products, and yield Procedure: The unpurified 3-(5-bromo-2-fluoro-phenyl)-acryloyl chloride (1.4 g, 5.0 mmol) prepared in Step 2, N,O-dimethylhydroxylamine hydrochloride (0.52 g, 5.3 mmol), and pyridine (0.9 mL, 11.1 mmol) were added at 0° C. to dichloromethane (10.0 mL). The reaction mixture was stirred at room temperature for 12 hours, quenched with a 1N hydrochloric acid solution, and then extracted with diethyl ether two times. The combined extract was washed with a saturated solution of sodium hydrogen carbonate and brin... The yield is 90.2%. The solvent is ClCCl (dichloromethane). Reaction SMILES: [Br:1][C:2]1[CH:3]=[CH:4][C:5]([F:13])=[C:6]([CH:8]=[CH:9][C:10](Cl)=[O:11])[CH:7]=1.Cl.[CH3:15][NH:16][O:17][CH3:18].N1C=CC=CC=1>ClCCl>[Br:1][C:2]1[CH:3]=[CH:4][C:5]([F:13])=[C:6]([CH:8]=[CH:9][C:10]([N:16]([O:17][CH3:18])[CH3:15])=[O:11])[CH:7]=1 |f:1.2|. Conditions: time 12 hour. Product: BrC=1C=CC(=C(C1)C=CC(=O)N(C)OC)F (3-(5-bromo-2-fluoro-phenyl)-N-methoxy-N-methylacrylamide). Reactants: BrC=1C=CC(=C(C1)C=CC(=O)Cl)F (3-(5-bromo-2-fluoro-phenyl)-acryloyl chloride), Cl.CNOC (N,O-dimethylhydroxylamine hydrochloride), N1=CC=CC=C1 (pyridine).